Dataset: the Open Reaction Database (ORD), a public repository of structured organic reaction records. Task: describe an organic reaction: reactants, conditions, products, and yield Reactants: FC1=C(C=C(C=O)C=C1)OC (4-fluoro-3-methoxybenzaldehyde), [BH4-].[Na+] (sodium borohydride). Run in CO (methanol), [OH-].[Na+] (sodium hydroxide), O (water). Run at time 1 hour. Yields the product FC1=C(C=C(CO)C=C1)OC (4-fluoro-3-methoxybenzyl-alcohol). The yield is 103.1%. RXN SMILES: [F:1][C:2]1[CH:9]=[CH:8][C:5]([CH:6]=[O:7])=[CH:4][C:3]=1[O:10][CH3:11].[BH4-].[Na+]>CO.[OH-].[Na+].O>[F:1][C:2]1[CH:9]=[CH:8][C:5]([CH2:6][OH:7])=[CH:4][C:3]=1[O:10][CH3:11] |f:1.2,4.5|. Procedure: To a solution of 4-fluoro-3-methoxybenzaldehyde (5 g) in methanol (25 ml) was added dropwise sodium borohydride (368 mg) in 0.1N sodium hydroxide aqueous solution (5 ml) in water bath and the whole was stirred for 1 hour. After the mixture was evaporated under reduced pressure, ethyl acetate and water were added thereto. The organic layer was separated and the water layer was further extracted with ethyl acetate. The combined organic layer was dried over magnesium sulfate and concentrated in vac... Starting materials: ClC1=NC=C(C=N1)Br (2-chloro-5-bromopyrimidine), N[C@@H]1CNCC1 ((S)-3-aminopyrrolidine). The solvent is C(C)(C)O (isopropanol), C(C)(C)O (isopropanol). Run at time 4 hour. Product: BrC=1C=NC(=NC1)N1C[C@H](CC1)N ((S)-1-(5-bromopyrimidin-2-yl)-pyrrolidine-3-amine), hydrochloride salt. Reaction SMILES: Cl[C:2]1[N:7]=[CH:6][C:5]([Br:8])=[CH:4][N:3]=1.[NH2:9][C@H:10]1[CH2:14][CH2:13][NH:12][CH2:11]1>C(O)(C)C>[Br:8][C:5]1[CH:4]=[N:3][C:2]([N:12]2[CH2:13][CH2:14][C@H:10]([NH2:9])[CH2:11]2)=[N:7][CH:6]=1. Procedure: Combine 2-chloro-5-bromopyrimidine (20.0 g, 1.0 eq) and isopropanol (200 mL). Add (S)-3-aminopyrrolidine (8.91 g, 1.0 eq) dropwise over about 30 minutes. Add isopropanol (10 mL) and heat to 50° C.-60′. After 4 hours, cool to 20° C.-25° C. over about 1 hour, stir for about 1 hour, and then collect the solid by filtration. Rinse the solid with isopropanol (2×25 mL) and dry under vacuum at about 40° C. to give (S)-1-(5-bromopyrimidin-2-yl)-pyrrolidine-3-amine as its hydrochloride salt.